Dataset: the Open Reaction Database (ORD), a public repository of structured organic reaction records. Task: describe an organic reaction: reactants, conditions, products, and yield Starting materials: O (water), [N+](=O)([O-])C1=NNC=C1 (3-nitropyrazole), ClC1=NC=CC=C1Cl (2,3-dichloropyridine), C([O-])([O-])=O.[K+].[K+] (potassium carbonate). Solvent: CN(C=O)C (dimethylformamide). Conditions: temperature 125 celsius, time 18 hour. The product is ClC=1C(=NC=CC1)N1N=C(C=C1)[N+](=O)[O-] (3-chloro-2-(3-nitro-1H-pyrazol-1-yl)pyridine). The yield is 91.2%. RXN SMILES: [N+:1]([C:4]1[CH:8]=[CH:7][NH:6][N:5]=1)([O-:3])=[O:2].Cl[C:10]1[C:15]([Cl:16])=[CH:14][CH:13]=[CH:12][N:11]=1.C(=O)([O-])[O-].[K+].[K+].O>CN(C)C=O>[Cl:16][C:15]1[C:10]([N:6]2[CH:7]=[CH:8][C:4]([N+:1]([O-:3])=[O:2])=[N:5]2)=[N:11][CH:12]=[CH:13][CH:14]=1 |f:2.3.4|. Procedure: 10.0 g (88.4 mmol) of 3-nitropyrazole and 14.4 g (97.2 mmol) of 2,3-dichloropyridine were initially charged in 50 ml of dimethylformamide, 23.9 g (173 mmol) of potassium carbonate were added and the reaction mixture was stirred at 125° C. for 18 hours. After cooling, the mixture was poured into water and the precipitated solid was filtered off. Recrystallization from isopropanol/water gave 18.1 g (90% of theory) of 3-chloro-2-(3-nitro-1H-pyrazol-1-yl)pyridine (log P: 1.83; MH+: 225.1; 1H-NMR (40... The reactants are C[S-], [Cl-], [NH4+], [Na+], Cc1ccc(S(=O)(=O)OC2CN(C(=O)OC(C)(C)C)C3C(O)COC23)cc1. Product: CSC1CN(C(=O)OC(C)(C)C)C2C(O)COC12. Reaction SMILES: [CH3:28][S-:29].[Cl-:31].[NH4+:32].[Na+:30].[OH:1][CH:2]1[CH2:3][O:4][CH:5]2[CH:6]1[N:7]([C:21](=[O:22])[O:23][C:24]([CH3:25])([CH3:26])[CH3:27])[CH2:8][CH:9]2[O:10][S:11]([c:12]1[cH:13][cH:14][c:15]([CH3:16])[cH:17][cH:18]1)(=[O:19])=[O:20]>>[OH:1][CH:2]1[CH2:3][O:4][CH:5]2[CH:6]1[N:7]([C:21](=[O:22])[O:23][C:24]([CH3:25])([CH3:26])[CH3:27])[CH2:8][CH:9]2[S:29][CH3:28]. Starting materials: ClC(=O)OC1=CC=CC=C1 (Phenyl chloroformate), CSC (dimethylsulphide), BrC=1C=NC=C(C1)F (3-bromo-5-fluoropyridine), C1(CC1)[Mg]Br (cyclopropyl magnesium bromide). The reagents and catalysts are [Cu](I)I (copper iodide). Solvent: O1CCCC1 (tetrahydofuran). Run at time 45 minute. Product: BrC1=CN(C=C(C1C1CC1)F)C(=O)OC1=CC=CC=C1 (phenyl 3-bromo-4-cyclopropyl-5-fluoropyridine-1 (4H)-carboxylate). RXN SMILES: Cl[C:2]([O:4][C:5]1[CH:10]=[CH:9][CH:8]=[CH:7][CH:6]=1)=[O:3].CSC.[Br:14][C:15]1[CH:16]=[N:17][CH:18]=[C:19]([F:21])[CH:20]=1.[CH:22]1([Mg]Br)[CH2:24][CH2:23]1>O1CCCC1.[Cu](I)I>[Br:14][C:15]1[CH:20]([CH:22]2[CH2:24][CH2:23]2)[C:19]([F:21])=[CH:18][N:17]([C:2]([O:4][C:5]2[CH:10]=[CH:9][CH:8]=[CH:7][CH:6]=2)=[O:3])[CH:16]=1. Reported procedure: Phenyl chloroformate (0.764 mL, 0.0060 mol) was added to a mixture of copper iodide (1.082 g, 0.0056 mol), dimethylsulphide (2.78 mL, 0.0380 mol) and 3-bromo-5-fluoropyridine (1.0 g, 0.0056 mol) in anhydrous tetrahydofuran (25 mL) at room temperature and the mixture was stirred for 40-50 min. To this suspension cyclopropyl magnesium bromide (12.13 mL, 0.0060 mol, 0.5M solution in tetrahydofuran) was added at −25 to −20° C. over 30-40 min. The mixture was stirred at this temperature for 30 min, a... Starting materials: FC=1C(NC(NC1)=O)=O (5-fluorouracil), FF (fluorine), FF (fluorine), FF (fluorine), FF (fluorine), FC(CO)(F)F (2,2,2-trifluoroethanol), FC=1C(NC(NC1)=O)=O (5-fluorouracil). Yields the product FC1(C(NC(NC1OCC(F)(F)F)=O)=O)F (5,5-difluoro-5,6-dihydro-6-(2,2,2-trifluoroethoxy) uracil). Isolated yield 79.5%. Reaction SMILES: [F:1][C:2]1[C:3](=[O:9])[NH:4][C:5](=[O:8])[NH:6][CH:7]=1.[F:10]F.[F:12][C:13]([F:17])([F:16])[CH2:14][OH:15]>>[F:1][C:2]1([F:10])[CH:7]([O:15][CH2:14][C:13]([F:17])([F:16])[F:12])[NH:6][C:5](=[O:8])[NH:4][C:3]1=[O:9]. Reported procedure: 5-fluorouracil (1.00 g, 0.0077 moles) was suspended in anhydrous 2,2,2-trifluoroethanol (20 ml) and treated with an equal volume mixture of gaseous fluorine and nitrogen at 68°-70° C. for 103 minutes at which time gaseous fluorine was detected leaving the reaction vessel, representing a consumption of 0.0182 moles of fluorine. The mole ratio of fluorine to 5-fluorouracil was 2.36. The solvent was removed under reduced pressure at room temperature (25° C.) to give a white solid which was dried at... Reactants: CC(=O)C1=CC=C(C=C1)N (4-aminoacetophenone), [N-]=C=O.COC([C@@H](N)C)=O (alanine methyl ester isocyanate), Cl.NO (hydroxylamine hydrochloride), C(OC)(OC)OC (trimethyl orthoformate). Run in C1CCOC1 (THF), C1CCOC1 (THF), N1=CC=CC=C1 (pyridine). Conditions: time 3 hour. The product is ON=C(C)C1=CC=C(C=C1)NC(=O)NC(C)C(=O)OC (N-[4-(1-hydroxyiminoethyl)phenyl]-N'-(1-methoxycarbonylethyl)urea). As a reaction SMILES: [CH3:1][C:2]([C:4]1[CH:9]=[CH:8][C:7]([NH2:10])=[CH:6][CH:5]=1)=O.[N-:11]=[C:12]=[O:13].[CH3:14][O:15][C:16](=[O:20])[C@H:17]([CH3:19])N.Cl.[NH2:22][OH:23].C(OC)(OC)OC>C1COCC1.N1C=CC=CC=1>[OH:23][N:22]=[C:2]([C:4]1[CH:9]=[CH:8][C:7]([NH:10][C:12]([NH:11][CH:17]([C:16]([O:15][CH3:14])=[O:20])[CH3:19])=[O:13])=[CH:6][CH:5]=1)[CH3:1] |f:1.2,3.4|. Procedure details: A solution of 0.02 mol 4-aminoacetophenone in 40 mL THF is added dropwise to a solution of 0.02 mol of alanine methyl ester isocyanate and 5 mL pyridine in 40 mL THF, and the reaction mixture is stirred for 3 hours. The solvent is then removed by rotary evaporator. The residue is dispersed in 50 mL CH3OH, and 0.022 mol hydroxylamine hydrochloride and 0.06 mol trimethyl orthoformate are added. The reaction mixture is heated to reflux for 1 hour. The solvent is removed by rotary evaporator. Additi... Starting materials: ClC1=C(C(=O)Cl)C(=CC=C1)Cl (2,6-dichlorobenzoyl chloride), C1(=CC(=CC=C1)S(=O)(=O)N1C2=C(OCC1)C=CC(=N2)N)C (4-(Toluene-3-sulfonyl)-3,4-dihydro-2H-pyrido[3,2-b][1,4]oxazin-6-ylamine), C(=O)(O)[O-].[Na+] (NaHCO3). Run in O (water), O1CCOCC1 (p-dioxane). Reaction conditions: time 15 hour. Product: ClC1=C(C(=O)NC=2C=CC=3OCCN(C3N2)S(=O)(=O)C=2C=C(C=CC2)C)C(=CC=C1)Cl (2,6-dichloro-N-[4-(toluene-3-sulfonyl)-3,4-dihydro-2H-pyrido[3,2-b][1,4]oxazin-6-yl]-benzamide). As a reaction SMILES: [C:1]1([CH3:21])[CH:6]=[CH:5][CH:4]=[C:3]([S:7]([N:10]2[CH2:15][CH2:14][O:13][C:12]3[CH:16]=[CH:17][C:18]([NH2:20])=[N:19][C:11]2=3)(=[O:9])=[O:8])[CH:2]=1.[Cl:22][C:23]1[CH:31]=[CH:30][CH:29]=[C:28]([Cl:32])[C:24]=1[C:25](Cl)=[O:26].C([O-])(O)=O.[Na+]>O1CCOCC1.O>[Cl:22][C:23]1[CH:31]=[CH:30][CH:29]=[C:28]([Cl:32])[C:24]=1[C:25]([NH:20][C:18]1[CH:17]=[CH:16][C:12]2[O:13][CH2:14][CH2:15][N:10]([S:7]([C:3]3[CH:2]=[C:1]([CH3:21])[CH:6]=[CH:5][CH:4]=3)(=[O:9])=[O:8])[C:11]=2[N:19]=1)=[O:26] |f:2.3|. Reported procedure: 4-(Toluene-3-sulfonyl)-3,4-dihydro-2H-pyrido[3,2-b][1,4]oxazin-6-ylamine (20 mg, 0.065 mmol) was dissolved in p-dioxane (0.400 mL) and water (0.100 mL), followed by 2,6-dichlorobenzoyl chloride (21 μL, 0.098 mmol) and NaHCO3 (11 mg, 0.13 mmol). The resulting mixture was stirred at room temperature for 15 hours, concentrated under vacuum, and purified by HPLC to give 2,6-dichloro-N-[4-(toluene-3-sulfonyl)-3,4-dihydro-2H-pyrido[3,2-b][1,4]oxazin-6-yl]-benzamide. LCMS (ESI): calc. C21H17Cl2N3O4S=47... Reactants: CC(=O)O, O=C(O)c1ccccc1, [Pd]. The product is C=COC(=O)c1ccccc1. RXN SMILES: [CH3:10][C:11](=[O:12])[OH:13].[OH:1][C:2](=[O:3])[c:4]1[cH:5][cH:6][cH:7][cH:8][cH:9]1.[Pd:14]>>[O:1]([C:2](=[O:3])[c:4]1[cH:5][cH:6][cH:7][cH:8][cH:9]1)[CH:10]=[CH2:11]. Solvent: CN(C)C=O (DMF). Yields the product C(CCC)OC=1C=C(C=O)C=CC1OC (3-Butoxy-4-methoxy-benzaldehyde). Reactants: intermediate 2, OC=1C=C(C=O)C=CC1OC (3-hydroxy-4-methoxy-benzaldehyde), BrCCCC (4-bromo-butane), C(=O)([O-])[O-].[K+].[K+] (K2CO3). Procedure details: The title compound was prepared analogously to intermediate 2 (4-methoxy-3-propoxy-benzaldehyde) by reaction of 3-hydroxy-4-methoxy-benzaldehyde with 4-bromo-butane in DMF using K2CO3 as base. MS (ISP): 209.1 [M+H]+. As a reaction SMILES: [OH:1][C:2]1[CH:3]=[C:4]([CH:7]=[CH:8][C:9]=1[O:10][CH3:11])[CH:5]=[O:6].Br[CH2:13][CH2:14][CH2:15][CH3:16].C([O-])([O-])=O.[K+].[K+]>CN(C=O)C>[CH2:13]([O:1][C:2]1[CH:3]=[C:4]([CH:7]=[CH:8][C:9]=1[O:10][CH3:11])[CH:5]=[O:6])[CH2:14][CH2:15][CH3:16] |f:2.3.4|. Starting materials: C(#N)CC(=O)O (cyanoacetic acid), C(C)(=O)OC(C)=O (acetic anhydride), ClC=1C=C(CNC(=O)N)C=CC1 ((3-chlorobenzyl)urea). Run in C1CCOC1 (THF). Run at time 4 hour. Product: ClC=1C=C(CNC(=O)NC(CC#N)=O)C=CC1 (1-(3-Chlorobenzyl)-3-cyanoacetyl-urea). Yield: 84.8%. RXN SMILES: [C:1]([CH2:3][C:4]([OH:6])=O)#[N:2].C(OC(=O)C)(=O)C.[Cl:14][C:15]1[CH:16]=[C:17]([CH:23]=[CH:24][CH:25]=1)[CH2:18][NH:19][C:20]([NH2:22])=[O:21]>C1COCC1>[Cl:14][C:15]1[CH:16]=[C:17]([CH:23]=[CH:24][CH:25]=1)[CH2:18][NH:19][C:20]([NH:22][C:4](=[O:6])[CH2:3][C:1]#[N:2])=[O:21]. Procedure details: 3.76 g of 98% cyanoacetic acid and 14 ml of acetic anhydride were heated for 1 hour at 65° C. A solution of 7.73 g of (3-chlorobenzyl)urea in 55 ml THF was added and the mixture kept for 4 hours at 65° C. The THF was removed in vacuo and the residue diluted with 50 ml of toluene. The solid was collected and washed to give the title compound (8.94 g) as a white solid.